From a dataset of the Open Reaction Database (ORD), a public repository of structured organic reaction records. describe an organic reaction: reactants, conditions, products, and yield Starting materials: N[C@H]1CN(CC1)C1=NC(=C2N=CN(C2=N1)[C@H]1[C@@H]([C@@H]([C@H](C1)N1N=CC(=C1)CO)O)O)NCC(C1=CC=CC=C1)C1=CC=CC=C1 ((1R,2S,3R,5S)-3-[2-((R)-3-amino-pyrrolidin-1-yl)-6-(2,2-diphenyl-ethylamino)-purin-9-yl]-5-(4-hydroxymethyl-pyrazol-1-yl)-cyclopentane-1,2-diol), Cl.C1(=CC=CC=C1)C(CNC1=C2N=CN(C2=NC(=N1)N1C[C@@H](CC1)NC(=O)NCC1=NC=CC=C1)[C@H]1[C@@H]([C@@H]([C@H](C1)N1N=C(N=N1)CC)O)O)C1=CC=CC=C1 (1-((R)-1-{6-(2,2-Diphenyl-ethylamino)-9-[(1R,2S,3R,4S)-4-(5-ethyl-tetrazol-2-yl)-2,3-dihydroxy-cyclopentyl]-9H-purin-2-yl}-pyrrolidin-3-yl)-3-pyridin-2-ylmethyl-urea hydrochloride), NCC1=CC=NC=C1 (4-aminomethylpyridine). Yields the product O[C@H]1[C@@H](C[C@@H]([C@H]1O)N1N=CC(=C1)CO)N1C2=NC(=NC(=C2N=C1)NCC(C1=CC=CC=C1)C1=CC=CC=C1)N1C[C@@H](CC1)NC(=O)NCC1=CC=NC=C1 (1-{(R)-1-[9-[(1R,2S,3R,4S)-2,3-Dihydroxy-4-(4-hydroxymethyl-pyrazol-1-yl)-cyclopentyl]-6-(2,2-diphenyl-ethylamino)-9H-purin-2-yl]-pyrrolidin-3-yl}-3-pyridin-4-ylmethyl-urea). Reaction SMILES: [NH2:1][C@@H:2]1[CH2:6][CH2:5][N:4]([C:7]2[N:15]=[C:14]3[C:10]([N:11]=[CH:12][N:13]3[C@@H:16]3[CH2:20][C@H:19]([N:21]4[CH:25]=[C:24]([CH2:26][OH:27])[CH:23]=[N:22]4)[C@@H:18]([OH:28])[C@H:17]3[OH:29])=[C:9]([NH:30][CH2:31][CH:32]([C:39]3[CH:44]=[CH:43][CH:42]=[CH:41][CH:40]=3)[C:33]3[CH:38]=[CH:37][CH:36]=[CH:35][CH:34]=3)[N:8]=2)[CH2:3]1.Cl.C1(C(C2C=CC=CC=2)CNC2N=C(N3CC[C@@H](N[C:70](NCC4C=CC=CN=4)=[O:71])C3)N=C3C=2N=CN3[C@@H]2C[C@H](N3N=NC(CC)=N3)[C@@H](O)[C@H]2O)C=CC=CC=1.[NH2:100][CH2:101][C:102]1[CH:107]=[CH:106][N:105]=[CH:104][CH:103]=1>>[OH:29][C@@H:17]1[C@H:18]([OH:28])[C@@H:19]([N:21]2[CH:25]=[C:24]([CH2:26][OH:27])[CH:23]=[N:22]2)[CH2:20][C@H:16]1[N:13]1[CH:12]=[N:11][C:10]2[C:14]1=[N:15][C:7]([N:4]1[CH2:5][CH2:6][C@@H:2]([NH:1][C:70]([NH:100][CH2:101][C:102]3[CH:107]=[CH:106][N:105]=[CH:104][CH:103]=3)=[O:71])[CH2:3]1)=[N:8][C:9]=2[NH:30][CH2:31][CH:32]([C:39]1[CH:40]=[CH:41][CH:42]=[CH:43][CH:44]=1)[C:33]1[CH:34]=[CH:35][CH:36]=[CH:37][CH:38]=1 |f:1.2|. Procedure: This compound is prepared from (1R,2S,3R,5S)-3-[2-((R)-3-amino-pyrrolidin-1-yl)-6-(2,2-diphenyl-ethylamino)-purin-9-yl]-5-(4-hydroxymethyl-pyrazol-1-yl)-cyclopentane-1,2-diol. (Intermediate FB) using a procedure analogous to that of 1-((R)-1-{6-(2,2-diphenyl-ethylamino)-9-[(1R,2S,3R,4S)-4-(5-ethyl-tetrazol-2-yl)-2,3-dihydroxy-cyclopentyl]-9H-purin-2-yl}-pyrrolidin-3-yl)-3-pyridin-2-ylmethyl-urea hydrochloride (Example 113) by replacing 2-aminomethylpyridine with 4-aminomethylpyridine. MS (ES+) m... The reactants are 17,21-diesters, 17-butyrate esters, O[C@]1(C(CO)=O)CC[C@H]2[C@@H]3CC[C@H]4CC(CC[C@]4(C)C3=CC[C@]12C)=O (17α,21-dihydroxy-5α-pregn-9(11)-ene-3,20-dione), O[C@]1(C(CO)=O)[C@H](C[C@H]2[C@@H]3CC[C@H]4CC(CC[C@]4(C)C3=CC[C@]12C)=O)C (17α,21-dihydroxy-16β-methyl-5α-pregn-9(11)-ene-3,20-dione), O[C@]1(C(CO)=O)[C@@H](C[C@H]2[C@@H]3CC[C@H]4CC(CC[C@]4(C)C3=CC[C@]12C)=O)C (17α,21-dihydroxy-16α-methyl-5α-pregn-9(11)-ene-3,20-dione). Product: 17-butyrate 21-acetate diesters, O[C@]1(C(CO)=O)[C@H](C[C@H]2[C@@H]3CC[C@H]4CC(CC[C@]4(C)C3=CC[C@]12C)=O)C (17α,21-dihydroxy-16β-methyl-5α-pregn-9(11)-ene-3,20-dione), O[C@]1(C(CO)=O)CC[C@H]2[C@@H]3C[C@@H]([C@H]4CC(CC[C@]4(C)C3=CC[C@]12C)=O)C (17α,21-dihydroxy-6α-methyl-5α-pregn-9(11)-ene-3,20-dione), O[C@]1(C(CO)=O)CC[C@H]2[C@@H]3CC[C@H]4CC(CC[C@]4(C)C3=CC[C@]12C)=O (17α,21-dihydroxy-5α-pregn-9(11)-ene-3,20-dione). RXN SMILES: [OH:1][C@:2]1([C@:23]2([CH3:24])[C@H:9]([C@H:10]3[C:20](=[CH:21][CH2:22]2)[C@:18]2([CH3:19])[C@H:13]([CH2:14][C:15](=[O:25])[CH2:16][CH2:17]2)[CH2:12][CH2:11]3)[CH2:8][C@@H:7]1[CH3:26])[C:3](=[O:6])[CH2:4][OH:5].[OH:27][C@:28]1([C@:49]2([CH3:50])[C@H:35]([C@H:36]3[C:46](=[CH:47][CH2:48]2)[C@:44]2([CH3:45])[C@H:39]([CH2:40][C:41](=[O:51])[CH2:42][CH2:43]2)[CH2:38][CH2:37]3)[CH2:34][C@H:33]1C)[C:29](=[O:32])[CH2:30][OH:31].[OH:53][C@:54]1([C@:75]2([CH3:76])[C@H:61]([C@H:62]3[C:72](=[CH:73][CH2:74]2)[C@:70]2([CH3:71])[C@H:65]([CH2:66][C:67](=[O:77])[CH2:68][CH2:69]2)[CH2:64][CH2:63]3)[CH2:60][CH2:59]1)[C:55](=[O:58])[CH2:56][OH:57]>>[OH:1][C@:2]1([C@:23]2([CH3:24])[C@H:9]([C@H:10]3[C:20](=[CH:21][CH2:22]2)[C@:18]2([CH3:19])[C@H:13]([CH2:14][C:15](=[O:25])[CH2:16][CH2:17]2)[CH2:12][CH2:11]3)[CH2:8][C@@H:7]1[CH3:26])[C:3](=[O:6])[CH2:4][OH:5].[OH:27][C@:28]1([C@:49]2([CH3:50])[C@H:35]([C@H:36]3[C:46](=[CH:47][CH2:48]2)[C@:44]2([CH3:45])[C@H:39]([CH2:40][C:41](=[O:51])[CH2:42][CH2:43]2)[C@@H:38]([CH3:54])[CH2:37]3)[CH2:34][CH2:33]1)[C:29](=[O:32])[CH2:30][OH:31].[OH:53][C@:54]1([C@:75]2([CH3:76])[C@H:61]([C@H:62]3[C:72](=[CH:73][CH2:74]2)[C@:70]2([CH3:71])[C@H:65]([CH2:66][C:67](=[O:77])[CH2:68][CH2:69]2)[CH2:64][CH2:63]3)[CH2:60][CH2:59]1)[C:55](=[O:58])[CH2:56][OH:57]. Procedure details: Following the general procedure of Example 282 and making non-critical variations but starting with the 17-butyrate esters of 17α,21-dihydroxy-16β-methyl-5α-pregn-9(11)-ene-3,20-dione, 17α,21-dihydroxy-16α-methyl-5α-pregn-9(11)-ene-3,20-dione or 17α,21-dihydroxy-5α-pregn-9(11)-ene-3,20-dione (Examples 192, 197 and 202) the corresponding 17,21-diesters, namely the 17-butyrate 21-acetate diesters of 17α,21-dihydroxy-16β-methyl-5α-pregn-9(11)-ene-3,20-dione, 17α,21-dihydroxy-6α-methyl-5α-pregn-9(11... Reactants: C=CCCCCCC (1-octene), c1ccc(cc1)I. Reagents/catalysts: C1=C\CC/C=C\CC/1.C1=C\CC/C=C\CC/1.[Ni], CCN(CC)CC (triethylamine), FC(F)(F)c1ccc(N2CP(c3ccccc3)CN(c3ccc(C(F)(F)F)cc3)CP(c3ccccc3)C2)cc1. Solvent: Cc1ccccc1. Reaction conditions: temperature 85 celsius, time 16 hour. Yields the product COc1cc(OC)cc(OC)c1 (1,3,5-trimethoxybenzene), CCCCCC/C=C/c1ccccc1 (Linear), C=C(CCCCCC)c1ccccc1 (Branched), Regioisomer 1, Regioisomer 2, Regioisomer 3, Regioisomer 4, Regioisomer 5, Regioisomer 6, Regioisomer 7, Regioisomer 8, Regioisomer 9, Regioisomer 10, biphenyl. Reactants: OC1CN2C(C(COCCCC=CC3CC3(NC(C2C1)=O)C(=O)NS(=O)(=O)C1CC1)NC(=O)OC(C)(C)C)=O (18-hydroxy-14-tert-butoxycarbonylamino-4-cyclopropylsulfonylaminocarbonyl-2,15-dioxo-3,16-diaza-12-oxatricyclo[14.3.0.04,6]-nonadec-7-ene), O(C1=CC=CC=C1)C1=CC=C(C(=O)Cl)C=C1 (4-phenoxybenzoyl chloride). The product is O(C1=CC=CC=C1)C1=CC=C(C(=O)OC2CN3C(C(COCCCC=CC4CC4(NC(C3C2)=O)C(=O)NS(=O)(=O)C2CC2)NC(=O)OC(C)(C)C)=O)C=C1 (18-(4-phenoxybenzoyloxy)-14-tert-butoxycarbonylamino-4-cyclopropylsulfonylaminocarbonyl-2,15-dioxo-3,16-diaza-12-oxatricyclo-[14.3.0.04,6]-nonadec-7-ene). Isolated yield 11.9%. Reaction SMILES: [OH:1][CH:2]1[CH2:20][CH:19]2[N:4]([C:5](=[O:39])[CH:6]([NH:31][C:32]([O:34][C:35]([CH3:38])([CH3:37])[CH3:36])=[O:33])[CH2:7][O:8][CH2:9][CH2:10][CH2:11][CH:12]=[CH:13][CH:14]3[C:16]([C:22]([NH:24][S:25]([CH:28]4[CH2:30][CH2:29]4)(=[O:27])=[O:26])=[O:23])([NH:17][C:18]2=[O:21])[CH2:15]3)[CH2:3]1.[O:40]([C:47]1[CH:55]=[CH:54][C:50]([C:51](Cl)=[O:52])=[CH:49][CH:48]=1)[C:41]1[CH:46]=[CH:45][CH:44]=[CH:43][CH:42]=1>>[O:40]([C:47]1[CH:48]=[CH:49][C:50]([C:51]([O:1][CH:2]2[CH2:20][CH:19]3[N:4]([C:5](=[O:39])[CH:6]([NH:31][C:32]([O:34][C:35]([CH3:36])([CH3:38])[CH3:37])=[O:33])[CH2:7][O:8][CH2:9][CH2:10][CH2:11][CH:12]=[CH:13][CH:14]4[C:16]([C:22]([NH:24][S:25]([CH:28]5[CH2:29][CH2:30]5)(=[O:26])=[O:27])=[O:23])([NH:17][C:18]3=[O:21])[CH2:15]4)[CH2:3]2)=[O:52])=[CH:54][CH:55]=1)[C:41]1[CH:42]=[CH:43][CH:44]=[CH:45][CH:46]=1. Reported procedure: Prepared by way of method I using 18-hydroxy-14-tert-butoxycarbonylamino-4-cyclopropylsulfonylaminocarbonyl-2,15-dioxo-3,16-diaza-12-oxatricyclo[14.3.0.04,6]-nonadec-7-ene (100 mg, 0.175 mmol) and 4-phenoxybenzoyl chloride (111 mg, 0.53 mmol). The final trituration (diethyl ether/hexane) and filtration gave 16 mg (12%) of 18-(4-phenoxybenzoyloxy)-14-tert-butoxycarbonylamino-4-cyclopropylsulfonylaminocarbonyl-2,15-dioxo-3,16-diaza-12-oxatricyclo-[14.3.0.04,6]-nonadec-7-ene as a white powder: 97.5... The reactants are C([O-])(O)=O.[Na+] (Sodium bicarbonate), Br.BrC1=CN=C(S1)N (5-bromo-thiazol-2-ylamine hydrobromide), N1(CCCC1)CCS (2-Pyrrolidin-1-yl-ethanethiol). The solvent is C(C)(C)O (isopropanol). Reaction conditions: temperature 60 celsius, time 96 hour. Product: N1(CCCC1)CCSC1=CN=C(S1)N (5-(2-Pyrrolidin-1-yl-ethylsulfanyl)-thiazol-2-ylamine). The yield is 30.5%. RXN SMILES: C(=O)(O)[O-].[Na+].Br.Br[C:8]1[S:12][C:11]([NH2:13])=[N:10][CH:9]=1.[N:14]1([CH2:19][CH2:20][SH:21])[CH2:18][CH2:17][CH2:16][CH2:15]1>C(O)(C)C>[N:14]1([CH2:19][CH2:20][S:21][C:8]2[S:12][C:11]([NH2:13])=[N:10][CH:9]=2)[CH2:18][CH2:17][CH2:16][CH2:15]1 |f:0.1,2.3|. Procedure: Sodium bicarbonate ((1.232 kg, 14.7 mol) is added slowly in portions to a mixture of 5-bromo-thiazol-2-ylamine hydrobromide (1.53 Kg, 5.87 mol) in 7.5 L of isopropanol. 2-Pyrrolidin-1-yl-ethanethiol (1.060 Kg, 8.07 mol) is then added over 15 min, and the resulting mixture is stirred at 60° C. for 96 h. The temperature is increased to 70° C. for 1 h, and then the mixture is cooled to room temperature. Most of the isopropanol is removed under vacuum, and the residue is taken up in 4 L of an isopro... Starting materials: Cl (HCl), C(=O)(O)[O-].[Na+] (NaHCO3), ClC=1C=C(C=CC1)CC(=O)C1=NC=C(C=C1)Cl (2-(3-Chlorophenyl)-1-(5-chloropyridin-2-yl)ethanone), C1CCC2=NCCCN2CC1 (DBU), C(C=C)(=O)OC (methyl acrylate). The solvent is O1CCOCC1 (dioxane). Conditions: temperature 80 celsius, time 30 minute. Yields the product ClC=1C=C(C=CC1)C(CCC(=O)OC)C(=O)C1=NC=C(C=C1)Cl (methyl 4-(3-chlorophenyl)-5-(5-chloropyridin-2-yl)-5-oxopentanoate). As a reaction SMILES: [Cl:1][C:2]1[CH:3]=[C:4]([CH2:8][C:9]([C:11]2[CH:16]=[CH:15][C:14]([Cl:17])=[CH:13][N:12]=2)=[O:10])[CH:5]=[CH:6][CH:7]=1.C1CCN2C(=NCCC2)CC1.[C:29]([O:33][CH3:34])(=[O:32])[CH:30]=[CH2:31].Cl.C([O-])(O)=O.[Na+]>O1CCOCC1>[Cl:1][C:2]1[CH:3]=[C:4]([CH:8]([C:9]([C:11]2[CH:16]=[CH:15][C:14]([Cl:17])=[CH:13][N:12]=2)=[O:10])[CH2:31][CH2:30][C:29]([O:33][CH3:34])=[O:32])[CH:5]=[CH:6][CH:7]=1 |f:4.5|. Procedure details: To a solution of 368.5 g (1.39 mol) of 2-(3-chlorophenyl)-1-(5-chloropyridin-2-yl)ethanone (Example 121, Step B) in dioxane (1.5 L) at 80° C. was added DBU (207 mL, 1.39 mole, 1 eq), followed by dropwise addition of methyl acrylate (124.7 mL, 1.39 mol, 1 eq) at 80° C. The reaction was stirred at 80° C. for 1 h 30 min and then allowed to cool to ambient temperature. It was quenched with 2 M aqueous HCl solution (56.5 eq) and then basified to pH 7 with saturated aqueous NaHCO3. The aqueous layer w... Reactants: [Br-], CC(C)C(C[Mg+])COCc1ccccc1, C1CCOC1, COCCCn1ncc2ccc(CC(CC(C=O)NC(=O)OC(C)(C)C)C(C)C)cc21, [Cl-], [NH4+]. The product is COCCCn1ncc2ccc(CC(CC(NC(=O)OC(C)(C)C)C(O)CC(COCc3ccccc3)C(C)C)C(C)C)cc21. RXN SMILES: [Br-:32].[CH2:33]([c:34]1[cH:35][cH:36][cH:37][cH:38][cH:39]1)[O:40][CH2:41][CH:42]([CH2:43][Mg+:44])[CH:45]([CH3:46])[CH3:47].[CH2:50]1[O:51][CH2:52][CH2:53][CH2:54]1.[CH3:1][O:2][CH2:3][CH2:4][CH2:5][n:6]1[n:7][cH:8][c:9]2[cH:10][cH:11][c:12]([CH2:15][CH:16]([CH2:17][CH:18]([CH:19]=[O:20])[NH:21][C:22]([O:23][C:24]([CH3:25])([CH3:26])[CH3:27])=[O:28])[CH:29]([CH3:30])[CH3:31])[cH:13][c:14]12.[Cl-:48].[NH4+:49]>>[CH3:1][O:2][CH2:3][CH2:4][CH2:5][n:6]1[n:7][cH:8][c:9]2[cH:10][cH:11][c:12]([CH2:15][CH:16]([CH2:17][CH:18]([CH:19]([OH:20])[CH2:43][CH:42]([CH2:41][O:40][CH2:33][c:34]3[cH:35][cH:36][cH:37][cH:38][cH:39]3)[CH:45]([CH3:46])[CH3:47])[NH:21][C:22]([O:23][C:24]([CH3:25])([CH3:26])[CH3:27])=[O:28])[CH:29]([CH3:30])[CH3:31])[cH:13][c:14]12.